This data is from the Open Reaction Database (ORD), a public repository of structured organic reaction records. The task is: describe an organic reaction: reactants, conditions, products, and yield The reactants are CCCO, CC(C)CCOc1c(C#N)c(C#N)c(OCCC(C)C)c(Sc2ccccc2N)c1Sc1ccc(C(C)(C)C)cc1, N, [Na]. The product is CC(C)CCOc1c(Sc2ccc(C(C)(C)C)cc2)c(Sc2ccccc2N)c(OCCC(C)C)c2c1C(=N)NC2=N. RXN SMILES: [CH2:44]([OH:45])[CH2:46][CH3:47].[NH2:3][c:4]1[c:5]([S:10][c:11]2[c:12]([O:38][CH2:39][CH2:40][CH:41]([CH3:42])[CH3:43])[c:13]([C:36]#[N:37])[c:14]([C:15]#[N:16])[c:17]([O:30][CH2:31][CH2:32][CH:33]([CH3:34])[CH3:35])[c:18]2[S:19][c:20]2[cH:21][cH:22][c:23]([C:26]([CH3:27])([CH3:28])[CH3:29])[cH:24][cH:25]2)[cH:6][cH:7][cH:8][cH:9]1.[NH3:2].[Na:1]>>[NH:2]=[C:15]1[c:14]2[c:13]([c:12]([O:38][CH2:39][CH2:40][CH:41]([CH3:42])[CH3:43])[c:11]([S:10][c:5]3[c:4]([NH2:3])[cH:9][cH:8][cH:7][cH:6]3)[c:18]([S:19][c:20]3[cH:21][cH:22][c:23]([C:26]([CH3:27])([CH3:28])[CH3:29])[cH:24][cH:25]3)[c:17]2[O:30][CH2:31][CH2:32][CH:33]([CH3:34])[CH3:35])[C:36](=[NH:37])[NH:16]1. Reactants: crude product, C(C)(C)(C)OC(=O)N([C@H](C)C1=CC(=CC=C1)OC)CC1C(CN(CC1)C1=NC=C(C(=O)O)C=C1Cl)C1=CC=CC=C1 (6-[4-({(tert-butoxycarbonyl)[(1R)-1-(3-methoxyphenyl)ethyl]amino}methyl)-3-phenylpiperidin-1-yl]-5-chloronicotinic acid), Cl.O1CCOCC1 (hydrogen chloride 1,4-dioxane). Conditions: time 2 hour. The product is Cl.ClC=1C(=NC=C(C(=O)O)C1)N1CC(C(CC1)CN[C@H](C)C1=CC(=CC=C1)OC)C1=CC=CC=C1 (5-chloro-6-[4-({[(1R)-1-(3-methoxyphenyl)ethyl]amino}methyl)-3-phenylpiperidin-1-yl]nicotinic acid hydrochloride). Reaction SMILES: C(OC([N:8]([CH2:19][CH:20]1[CH2:25][CH2:24][N:23]([C:26]2[C:34]([Cl:35])=[CH:33][C:29]([C:30]([OH:32])=[O:31])=[CH:28][N:27]=2)[CH2:22][CH:21]1[C:36]1[CH:41]=[CH:40][CH:39]=[CH:38][CH:37]=1)[C@@H:9]([C:11]1[CH:16]=[CH:15][CH:14]=[C:13]([O:17][CH3:18])[CH:12]=1)[CH3:10])=O)(C)(C)C.Cl.O1CCOCC1>>[ClH:35].[Cl:35][C:34]1[C:26]([N:23]2[CH2:24][CH2:25][CH:20]([CH2:19][NH:8][C@@H:9]([C:11]3[CH:16]=[CH:15][CH:14]=[C:13]([O:17][CH3:18])[CH:12]=3)[CH3:10])[CH:21]([C:36]3[CH:37]=[CH:38][CH:39]=[CH:40][CH:41]=3)[CH2:22]2)=[N:27][CH:28]=[C:29]([CH:33]=1)[C:30]([OH:32])=[O:31] |f:1.2,3.4|. Procedure details: To 142 mg of the crude product of 6-[4-({(tert-butoxycarbonyl)[(1R)-1-(3-methoxyphenyl)ethyl]amino}methyl)-3-phenylpiperidin-1-yl]-5-chloronicotinic acid was added 2.0 mL of a 4 M hydrogen chloride/1,4-dioxane solution. After stirring at room temperature for 2 hours, the reaction mixture was concentrated under reduced pressure, and to the obtained residue was added ethanol and ethyl acetate, followed by heating under reflux, and then being left to be cooled to room temperature. Then, the precipi... The reactants are CO, O=C(NCCCCc1ccc(OCC(O)CO)c2ccccc12)OCc1ccccc1. The product is NCCCCc1ccc(OCC(O)CO)c2ccccc12. Reaction SMILES: [CH3:32][OH:33].[OH:1][CH:2]([CH2:3][O:4][c:5]1[cH:6][cH:7][c:8]([CH2:15][CH2:16][CH2:17][CH2:18][NH:19][C:20](=[O:21])[O:22][CH2:23][c:24]2[cH:25][cH:26][cH:27][cH:28][cH:29]2)[c:9]2[cH:10][cH:11][cH:12][cH:13][c:14]12)[CH2:30][OH:31]>>[OH:1][CH:2]([CH2:3][O:4][c:5]1[cH:6][cH:7][c:8]([CH2:15][CH2:16][CH2:17][CH2:18][NH2:19])[c:9]2[cH:10][cH:11][cH:12][cH:13][c:14]12)[CH2:30][OH:31]. Reactants: resultant mixture, BrC1=CC=CC(=N1)NC(C(C)(C)C)=O (N-(6-bromopyridin-2-yl)pivalamide), C1(CC1)B(O)O (cyclopropylboronic acid), P(=O)([O-])([O-])[O-].[K+].[K+].[K+] (potassium phosphate). Reagents/catalysts: C(C)(=O)[O-].[Pd+2].C(C)(=O)[O-] (palladium(II)acetate), C1(CCCCC1)P(C1CCCCC1)C1CCCCC1 (tricyclohexylphosphine). Run in C1(=CC=CC=C1)C.O (toluene water). Conditions: time 14 hour. Product: C1(CC1)C1=CC=CC(=N1)NC(C(C)(C)C)=O (N-(6-cyclopropylpyridin-2-yl)pivalamide). The yield is 235.8%. RXN SMILES: Br[C:2]1[N:7]=[C:6]([NH:8][C:9](=[O:14])[C:10]([CH3:13])([CH3:12])[CH3:11])[CH:5]=[CH:4][CH:3]=1.[CH:15]1(B(O)O)[CH2:17][CH2:16]1.P([O-])([O-])([O-])=O.[K+].[K+].[K+]>C([O-])(=O)C.[Pd+2].C([O-])(=O)C.C1(P(C2CCCCC2)C2CCCCC2)CCCCC1.C1(C)C=CC=CC=1.O>[CH:15]1([C:2]2[N:7]=[C:6]([NH:8][C:9](=[O:14])[C:10]([CH3:13])([CH3:12])[CH3:11])[CH:5]=[CH:4][CH:3]=2)[CH2:17][CH2:16]1 |f:2.3.4.5,6.7.8,10.11|. Procedure details: A mixture of N-(6-bromopyridin-2-yl)pivalamide (2 g, 7.77 mmol), cyclopropylboronic acid (935 mg, 10.88 mmol), potassium phosphate (toluene/water (10/3 mL) taken in screw cap tube was purged with argon for 15 minutes and then added palladium(II)acetate (174 mg, 0.77 mmol), tricyclohexylphosphine (435.7 mg, 1.55 mmol) sequentially, purged argon for another 5 min. The resultant mixture was stirred at 100° C. under closed argon atmosphere. Reaction completed in 14 h, reaction mass was cooled to roo... Reactants: CN=C(NC)N(C)C, CCOC(C)=O, C=C(C(=O)c1ccc(Cl)cc1Cl)c1ccccc1, C1CCOC1, c1c[nH]cn1. The product is O=C(c1ccc(Cl)cc1Cl)C(Cn1ccnc1)c1ccccc1. Reaction SMILES: [CH3:24][NH:25][C:26](=[N:27][CH3:28])[N:29]([CH3:30])[CH3:31].[CH3:37][CH2:38][O:39][C:40](=[O:41])[CH3:42].[Cl:1][c:2]1[c:3]([C:9]([C:10](=[CH2:11])[c:12]2[cH:13][cH:14][cH:15][cH:16][cH:17]2)=[O:18])[cH:4][cH:5][c:6]([Cl:8])[cH:7]1.[O:32]1[CH2:33][CH2:34][CH2:35][CH2:36]1.[nH:19]1[cH:20][n:21][cH:22][cH:23]1>>[Cl:1][c:2]1[c:3]([C:9]([CH:10]([CH2:11][n:19]2[cH:20][n:21][cH:22][cH:23]2)[c:12]2[cH:13][cH:14][cH:15][cH:16][cH:17]2)=[O:18])[cH:4][cH:5][c:6]([Cl:8])[cH:7]1. Starting materials: C(C)(=O)OCC (Ethyl acetate), C([O-])(O)=O.[Na+] (Sodium bicarbonate), BrN1C(CCC1=O)=O (N-bromosuccinimide), C([O-])(O)=O.[Na+] (Sodium bicarbonate), BrN1C(CCC1=O)=O (N-bromosuccinimide), C(C)(C)(C)OC(=O)N1CCN(CC1)C1=NC=CC2=C1N(C(N2C)=O)CC#CC (4-[3-(2-butynyl)-1-methyl-2-oxo-2,3-dihydro-1H-imidazo[4.5-c]pyridin-4-yl]-piperazine-1-carboxylic acid t-butyl ester). Run in O (water), CN(C=O)C (N,N-dimethylformamide). Reaction conditions: time 60 hour. Product: C(C)(C)(C)OC(=O)N1CCN(CC1)C1=NC=C(C2=C1N(C(N2C)=O)CC#CC)Br (4-[7-Bromo-3-(2-butynyl)-1-methyl-2-oxo-2,3-dihydro-1H-imidazo[4.5-c]pyridin-4-yl]-piperazine-1-carboxylic acid t-butyl ester). Yield: 37.3%. RXN SMILES: C(=O)(O)[O-].[Na+].[Br:6]N1C(=O)CCC1=O.[C:14]([O:18][C:19]([N:21]1[CH2:26][CH2:25][N:24]([C:27]2[C:32]3[N:33]([CH2:38][C:39]#[C:40][CH3:41])[C:34](=[O:37])[N:35]([CH3:36])[C:31]=3[CH:30]=[CH:29][N:28]=2)[CH2:23][CH2:22]1)=[O:20])([CH3:17])([CH3:16])[CH3:15].C(OCC)(=O)C>CN(C)C=O.O>[C:14]([O:18][C:19]([N:21]1[CH2:22][CH2:23][N:24]([C:27]2[C:32]3[N:33]([CH2:38][C:39]#[C:40][CH3:41])[C:34](=[O:37])[N:35]([CH3:36])[C:31]=3[C:30]([Br:6])=[CH:29][N:28]=2)[CH2:25][CH2:26]1)=[O:20])([CH3:17])([CH3:16])[CH3:15] |f:0.1|. Procedure details: Sodium bicarbonate (0.146 g) and N-bromosuccinimide (0.288 g) were added to a solution of 4-[3-(2-butynyl)-1-methyl-2-oxo-2,3-dihydro-1H-imidazo[4.5-c]pyridin-4-yl]-piperazine-1-carboxylic acid t-butyl ester (0.447 g) in N,N-dimethylformamide (20 mL). This was then stirred at room temperature for 60 hours. Sodium bicarbonate (0.219 g) and N-bromosuccinimide (0.432 g) were added again, and this was stirred at room temperature for 15 hours. Ethyl acetate (100 mL) and water (50 mL) were then added,...